describe an organic reaction: reactants, conditions, products, and yield From a dataset of the Open Reaction Database (ORD), a public repository of structured organic reaction records. Starting materials: Boc, ClC=1C=CC=2N(N1)C(=CN2)CC=2C=C1C=CC=NC1=CC2F (6-(6-chloro-imidazo[1,2-b]pyridazin-3-ylmethyl)-7-fluoro-quinoline), C(C)(C)(C)OC(=O)N1N=CC(=C1)B1OC(C(O1)(C)C)(C)C (4-(4,4,5,5-tetramethyl-[1,3,2]dioxaborolan-2-yl)-pyrazole-1-carboxylic acid tert-butyl ester), C(=O)([O-])[O-].[K+].[K+] (K2CO3). Reagents/catalysts: Cl[Pd]([P](C1=CC=CC=C1)(C2=CC=CC=C2)C3=CC=CC=C3)([P](C4=CC=CC=C4)(C5=CC=CC=C5)C6=CC=CC=C6)Cl (Pd(PPh3)2Cl2). Run in COCCOC (DME), CCOC(=O)C.C(=O)(O)[O-].[Na+] (EtOAc NaHCO3). Run at temperature 90 celsius, time 3 hour. The product is FC1=C(C=C2C=CC=NC2=C1)CC1=CN=C2N1N=C(C=C2)C=2C=NNC2 (7-Fluoro-6-[6-(1H-pyrazol-4-yl)-imidazo[1,2-b]pyridazin-3-ylmethyl]-quinoline). As a reaction SMILES: Cl[C:2]1[CH:3]=[CH:4][C:5]2[N:6]([C:8]([CH2:11][C:12]3[CH:13]=[C:14]4[C:19](=[CH:20][C:21]=3[F:22])[N:18]=[CH:17][CH:16]=[CH:15]4)=[CH:9][N:10]=2)[N:7]=1.C(OC([N:30]1[CH:34]=[C:33](B2OC(C)(C)C(C)(C)O2)[CH:32]=[N:31]1)=O)(C)(C)C.C([O-])([O-])=O.[K+].[K+]>COCCOC.CCOC(C)=O.C([O-])(O)=O.[Na+].Cl[Pd](Cl)([P](C1C=CC=CC=1)(C1C=CC=CC=1)C1C=CC=CC=1)[P](C1C=CC=CC=1)(C1C=CC=CC=1)C1C=CC=CC=1>[F:22][C:21]1[CH:20]=[C:19]2[C:14]([CH:15]=[CH:16][CH:17]=[N:18]2)=[CH:13][C:12]=1[CH2:11][C:8]1[N:6]2[N:7]=[C:2]([C:33]3[CH:34]=[N:30][NH:31][CH:32]=3)[CH:3]=[CH:4][C:5]2=[N:10][CH:9]=1 |f:2.3.4,6.7.8,^1:69,88|. Procedure details: A mixture of 6-(6-chloro-imidazo[1,2-b]pyridazin-3-ylmethyl)-7-fluoro-quinoline (Stage 173.1, 50 mg, 0.160 mmol), 4-(4,4,5,5-tetramethyl-[1,3,2]dioxaborolan-2-yl)-pyrazole-1-carboxylic acid tert-butyl ester (70.5 mg, 0.240 mmol), Pd(PPh3)2Cl2 (5.61 mg) and 2 M K2CO3 (0.216 mL, 0.423 mmol) in DME (1 mL) was stirred at 90° C. for 3 h. The Boc protecting group felt off during the course of the reaction. The mixture was diluted with EtOAc/NaHCO3 and extracted with EtOAc. The combined organic phases ... Run at temperature 70 celsius. The reactants are FC1=C(C#N)C=CC(=C1)F (2,4-difluorobenzonitrile), CCN(C(C)C)C(C)C (DIEA), Cl.NO (hydroxylamine hydrochloride). Product: ONC(C1=C(C=C(C=C1)F)F)=N (N-hydroxy-2,4-difluoro-benzamidine). Reaction SMILES: [F:1][C:2]1[CH:9]=[C:8]([F:10])[CH:7]=[CH:6][C:3]=1[C:4]#[N:5].CCN(C(C)C)C(C)C.Cl.[NH2:21][OH:22]>CCO>[OH:22][NH:21][C:4](=[NH:5])[C:3]1[CH:6]=[CH:7][C:8]([F:10])=[CH:9][C:2]=1[F:1] |f:2.3|. The solvent is CCO (EtOH). Procedure: To a mixture of 2,4-difluorobenzonitrile (1.39 g, 10 mmol) and DIEA (5.13 ml, 30 mmol) in EtOH (15 ml) was added 2.12 g of hydroxylamine hydrochloride (30 mmol) and the reaction was heated at 70° C. for 48 h. Half of the solvent was removed under reduced pressure. The mixture was poured in DCM (100 ml) and water (30 ml). 2.5 ml of NaOH 1N was added until pH=9-10. The organic layer was separated and the aqueous phase was extracted with DCM. The organic layers were combined, washed with water, dri... Reactants: CO, CCOC(=O)CN1C(=O)CNC1(C)C, N. Product: CC1(C)NCC(=O)N1CC(N)=O. As a reaction SMILES: [CH3:16][OH:17].[CH3:1][C:2]1([CH3:14])[N:3]([CH2:8][C:9](=[O:10])[O:11][CH2:12][CH3:13])[C:4](=[O:7])[CH2:5][NH:6]1.[NH3:15]>>[CH3:1][C:2]1([CH3:14])[N:3]([CH2:8][C:9](=[O:10])[NH2:15])[C:4](=[O:7])[CH2:5][NH:6]1. The reactants are C1CNCCN1, Cc1ccccc1, CCOC(=O)c1ccc(OCCCCl)cc1. Yields the product CCOC(=O)c1ccc(OCCCN2CCNCC2)cc1. RXN SMILES: [CH2:1]1[CH2:2][NH:3][CH2:4][CH2:5][NH:6]1.[CH3:23][c:24]1[cH:25][cH:26][cH:27][cH:28][cH:29]1.[Cl:7][CH2:8][CH2:9][CH2:10][O:11][c:12]1[cH:13][cH:14][c:15]([C:16](=[O:17])[O:18][CH2:19][CH3:20])[cH:21][cH:22]1>>[CH2:1]1[CH2:2][N:3]([CH2:8][CH2:9][CH2:10][O:11][c:12]2[cH:13][cH:14][c:15]([C:16](=[O:17])[O:18][CH2:19][CH3:20])[cH:21][cH:22]2)[CH2:4][CH2:5][NH:6]1. The reactants are C(C1=CC=CC=C1)OC=1C=CC=2C3=C(NC2C1)C(=CC(=N3)Br)C(=O)OC (methyl 7-(benzyloxy)-2-bromo-5H-pyrido[3,2-b]indole-4-carboxylate). The solvent is C(=O)(C(F)(F)F)O (TFA), CCOC(=O)C (EtOAc), CCCCCC (hexane). Yields the product BrC=1C=C(C=2NC=3C=C(C=CC3C2N1)O)C(=O)OC (methyl 2-bromo-7-hydroxy-5H-pyrido[3,2-b]indole-4-carboxylate). Isolated yield 50.8%. Reaction SMILES: C([O:8][C:9]1[CH:10]=[CH:11][C:12]2[C:13]3[N:21]=[C:20]([Br:22])[CH:19]=[C:18]([C:23]([O:25][CH3:26])=[O:24])[C:14]=3[NH:15][C:16]=2[CH:17]=1)C1C=CC=CC=1>C(O)(C(F)(F)F)=O.CCOC(C)=O.CCCCCC>[Br:22][C:20]1[CH:19]=[C:18]([C:23]([O:25][CH3:26])=[O:24])[C:14]2[NH:15][C:16]3[CH:17]=[C:9]([OH:8])[CH:10]=[CH:11][C:12]=3[C:13]=2[N:21]=1. Procedure: A solution of methyl 7-(benzyloxy)-2-bromo-5H-pyrido[3,2-b]indole-4-carboxylate (25 mg, 0.061 mmol) in TFA (0.5 mL) was heated at 80° C. for 20 min. The solvent was removed to leave a solid. This was suspended in a mixture of EtOAc and hexane and the solid was collected by filtration to give methyl 2-bromo-7-hydroxy-5H-pyrido[3,2-b]indole-4-carboxylate (10 mg, 0.031 mmol, 51% yield). MS (ESI) m/z 320.9 (M+H). 1H NMR (400 MHz, MeOD) δ ppm 8.03 (1H, d, J=8.56 Hz), 7.79 (1H, s), 6.99 (1H, d, J=1.76... Reactants: FC1=CC=C(C=C1)C(CC1=CC=C(C=C1)SC)=O (1-(4-fluorophenyl)-2-(4-methylthiophenyl)ethan-1-one), COC(N(C)C)OC (dimethylformamide dimethyl acetal), CN(C=O)C (dimethylformamide). Run at temperature 90 celsius, time 2 hour. Yields the product CN(C)C(=C(C=O)C1=CC=C(C=C1)SC)C1=CC=C(C=C1)F (1-(N,N-dimethylamino)-1-(4-fluorophenyl)-2-(4-methylthiophenyl)prop-1-en-3-one). As a reaction SMILES: [F:1][C:2]1[CH:7]=[CH:6][C:5]([C:8](=O)[CH2:9][C:10]2[CH:15]=[CH:14][C:13]([S:16][CH3:17])=[CH:12][CH:11]=2)=[CH:4][CH:3]=1.CO[CH:21](OC)[N:22](C)[CH3:23].CN(C)[CH:29]=[O:30]>>[CH3:21][N:22]([C:8]([C:5]1[CH:6]=[CH:7][C:2]([F:1])=[CH:3][CH:4]=1)=[C:9]([C:10]1[CH:15]=[CH:14][C:13]([S:16][CH3:17])=[CH:12][CH:11]=1)[CH:29]=[O:30])[CH3:23]. Reported procedure: To a solution of 25.8 g (99.2 mMol) of 1-(4-fluorophenyl)-2-(4-methylthiophenyl)ethan-1-one from Step 3 in 200 ml of dimethylformamide was added 33 ml (30 g, 250 mMol) of dimethylformamide dimethyl acetal. The resulting mixture was stirred at 90° C. for 2 hours. Evaporation of the volatiles gave 1-(N,N-dimethylamino)-1-(4-fluorophenyl)-2-(4-methylthiophenyl)prop-1-en-3-one as a yellow solid (32.5 g). Reactants: C(C=C)(=O)OCC12CC3(CC(CC(C1)C3)C2)O (1-acryloyloxymethyl-3-adamantanol), OC12CC3(CC(CC(C1)(C3)O)(C2)O)O (1,3,5,7-tetrahydroxyadamantane). Yields the product OC12CC3(CC(CC(C1)(C3)OC(C=C)=O)(C2)O)O (1,3,5-trihydroxy-7-acryloyloxyadamantane). The yield is 83.0%. As a reaction SMILES: [C:1](OCC12CC3CC(CC(O)(C3)C1)C2)(=[O:4])[CH:2]=[CH2:3].[OH:18][C:19]12[CH2:29][C:23]3([OH:30])[CH2:24][C:25]([OH:28])([CH2:27][C:21]([OH:31])([CH2:22]3)[CH2:20]1)[CH2:26]2>>[OH:18][C:19]12[CH2:20][C:21]3([OH:31])[CH2:22][C:23]([O:30][C:1](=[O:4])[CH:2]=[CH2:3])([CH2:24][C:25]([OH:28])([CH2:27]3)[CH2:26]1)[CH2:29]2. Reported procedure: The reaction was conducted in the same manner as the step of Example 36 (2) except that 1,3,5,7-tetrahydroxyadamantane was used instead of the 1,3-dicarboxy-5-adamantanol, and, as a result, a 1,3,5-trihydroxy-7-acryloyloxyadamantane (yield: 83%, white solid) was obtained.